From a dataset of the Open Reaction Database (ORD), a public repository of structured organic reaction records. describe an organic reaction: reactants, conditions, products, and yield Starting materials: CS(=O)(=O)Cl, CCOC(C)=O, CC(=O)c1cc(N)ccc1F, c1ccncc1. Yields the product CC(=O)c1cc(NS(C)(=O)=O)ccc1F. As a reaction SMILES: [CH3:12][S:13]([Cl:14])(=[O:15])=[O:16].[CH3:17][CH2:18][O:19][C:20](=[O:21])[CH3:22].[NH2:1][c:2]1[cH:3][cH:4][c:5]([F:11])[c:6]([C:8]([CH3:9])=[O:10])[cH:7]1.[cH:23]1[cH:24][cH:25][n:26][cH:27][cH:28]1>>[NH:1]([c:2]1[cH:3][cH:4][c:5]([F:11])[c:6]([C:8]([CH3:9])=[O:10])[cH:7]1)[S:13]([CH3:12])(=[O:15])=[O:16]. Reactants: ClCCl, CCOC(=O)c1cccnc1-c1ccc(F)cc1F, [Na+], [Na+], O, O=C(OO)c1cccc(Cl)c1, O=S([O-])[O-]. Product: CCOC(=O)c1ccc[n+]([O-])c1-c1ccc(F)cc1F. Reaction SMILES: [Cl:20][CH2:21][Cl:22].[F:1][c:2]1[c:3](-[c:9]2[c:10]([C:11](=[O:12])[O:13][CH2:14][CH3:15])[cH:16][cH:17][cH:18][n:19]2)[cH:4][cH:5][c:6]([F:8])[cH:7]1.[Na+:38].[Na+:39].[OH2:40].[OH:23][O:24][C:25]([c:26]1[cH:27][c:28]([Cl:29])[cH:30][cH:31][cH:32]1)=[O:33].[S:34]([O-:35])([O-:36])=[O:37]>>[F:1][c:2]1[c:3](-[c:9]2[c:10]([C:11](=[O:12])[O:13][CH2:14][CH3:15])[cH:16][cH:17][cH:18][n+:19]2[O-:23])[cH:4][cH:5][c:6]([F:8])[cH:7]1. Starting materials: C(C)(C)NC(=O)C=1C=C(C=C(C1)C(F)(F)F)NC(OC1=CC=CC=C1)=O (phenyl 3-(isopropylcarbamoyl)-5-(trifluoromethyl)phenylcarbamate), product, C(=O)(C(F)(F)F)O (TFA), C(C)(C)(C)OC(=O)N1CC=2N=CN=C(C2CC1)OC=1C=C2C=CNC2=CC1 (4-(1H-Indol-5-yloxy)-5,8-dihydro-6H-pyrido[3,4-d]pyrimidine-7-carboxylic acid tert-butyl ester), [H-].[Na+] (NaH). Run in C1CCOC1 (THF), CN(C)C=O (DMF), C(Cl)Cl (DCM), C1CCOC1 (THF). Conditions: time 4 hour. Product: C(C)(C)NC(=O)C=1C=C(C=C(C1)C(F)(F)F)NC(=O)N1C=CC2=CC(=CC=C12)OC=1C2=C(N=CN1)CNCC2 (N-(3-(isopropylcarbamoyl)-5-(trifluoromethyl)phenyl)-5-(5,6,7,8-tetrahydropyrido[3,4-d]pyrimidin-4-yloxy)-1H-indole-1-carboxamide). Reaction SMILES: C(OC([N:8]1[CH2:17][CH2:16][C:15]2[C:14]([O:18][C:19]3[CH:20]=[C:21]4[C:25](=[CH:26][CH:27]=3)[NH:24][CH:23]=[CH:22]4)=[N:13][CH:12]=[N:11][C:10]=2[CH2:9]1)=O)(C)(C)C.[H-].[Na+].[CH:30]([NH:33][C:34]([C:36]1[CH:37]=[C:38]([NH:46][C:47](=O)[O:48]C2C=CC=CC=2)[CH:39]=[C:40]([C:42]([F:45])([F:44])[F:43])[CH:41]=1)=[O:35])([CH3:32])[CH3:31].C(O)(C(F)(F)F)=O>C1COCC1.C(Cl)Cl.CN(C=O)C>[CH:30]([NH:33][C:34]([C:36]1[CH:37]=[C:38]([NH:46][C:47]([N:24]2[C:25]3[C:21](=[CH:20][C:19]([O:18][C:14]4[C:15]5[CH2:16][CH2:17][NH:8][CH2:9][C:10]=5[N:11]=[CH:12][N:13]=4)=[CH:27][CH:26]=3)[CH:22]=[CH:23]2)=[O:48])[CH:39]=[C:40]([C:42]([F:43])([F:44])[F:45])[CH:41]=1)=[O:35])([CH3:32])[CH3:31] |f:1.2|. Procedure details: To a solution of 4-(1H-Indol-5-yloxy)-5,8-dihydro-6H-pyrido[3,4-d]pyrimidine-7-carboxylic acid tert-butyl ester (0.16 g, 0.437 mmol) in 4 mL of THF at 0° C., NaH (0.105 g, 2.62 mmol) is added. After stirring for 45 min a solution of phenyl 3-(isopropylcarbamoyl)-5-(trifluoromethyl)phenylcarbamate, Example 13-B, (0.224 g, 0.611 mmol) in 2 mL of THF and 1 mL of DMF is added dropwise. The resulting mixture is stirred for 4 h before being partitioned between EtOAc and cold H2O. The aq layer is extra... The reactants are CCO, O=Cc1ccccc1, COC(=O)c1sccc1NN. Product: COC(=O)c1sccc1NN=Cc1ccccc1. Reaction SMILES: [CH3:20][CH2:21][OH:22].[CH:12](=[O:13])[c:14]1[cH:15][cH:16][cH:17][cH:18][cH:19]1.[NH:1]([NH2:2])[c:3]1[c:4]([C:8](=[O:9])[O:10][CH3:11])[s:5][cH:6][cH:7]1>>[NH:1]([N:2]=[CH:12][c:14]1[cH:15][cH:16][cH:17][cH:18][cH:19]1)[c:3]1[c:4]([C:8](=[O:9])[O:10][CH3:11])[s:5][cH:6][cH:7]1. Run at temperature 50 celsius, time 24 hour. The yield is 90.0%. Product: O=C(SCC)/C(NC(C1=CC=CC=C1)=O)=C/C2=CC3=CC=CC=C3C=C2. Reagents/catalysts: CN(C)c1ccncc1, 4Å Molecular Sieve, NCC1=CC=CC=C1.O=C(C(F)(F)F)O. Starting materials: [H]C(C1=CC2=CC=CC=C2C=C1)=O, O=C(SCC)C(C(O)=O)NC(C1=CC=CC=C1)=O. Solvent: C1COCC1. The reactants are O.NN (Hydrazine hydrate), FC1=C(C#N)C=CC(=C1)N1C(N(CC1)C=1C=NC=CC1C)=O (2-fluoro-4-[3-(4-methyl-pyridin-3-yl)-2-oxo-imidazolidin-1-yl]-benzonitrile), CO (MeOH). Run in C(Cl)(Cl)Cl (CHCl3), 2-methoxymethanol. Run at temperature 170 celsius. Yields the product NC1=NNC2=CC(=CC=C12)N1C(N(CC1)C=1C=NC=CC1C)=O (1-(3-Amino-1H-indazol-6-yl)-3-(4-methyl-pyridin-3-yl)-imidazolidin-2-one). Yield: 17.6%. As a reaction SMILES: O.[NH2:2][NH2:3].F[C:5]1[CH:12]=[C:11]([N:13]2[CH2:17][CH2:16][N:15]([C:18]3[CH:19]=[N:20][CH:21]=[CH:22][C:23]=3[CH3:24])[C:14]2=[O:25])[CH:10]=[CH:9][C:6]=1[C:7]#[N:8].CO>C(Cl)(Cl)Cl>[NH2:8][C:7]1[C:6]2[C:5](=[CH:12][C:11]([N:13]3[CH2:17][CH2:16][N:15]([C:18]4[CH:19]=[N:20][CH:21]=[CH:22][C:23]=4[CH3:24])[C:14]3=[O:25])=[CH:10][CH:9]=2)[NH:3][N:2]=1 |f:0.1|. Reported procedure: Hydrazine hydrate (5 mL) was added to solution of 2-fluoro-4-[3-(4-methyl-pyridin-3-yl)-2-oxo-imidazolidin-1-yl]-benzonitrile (I-123a: 163 mg) in 2-methoxymethanol (10 mL). The resulting mixture was heated to 170° C. and maintained for 22 hours. The reaction was monitored by TLC (10% MeOH in CHCl3). The reaction mixture was partitioned between ice water and ethylacetate. The organic layer was washed with brine solution, dried over Na2SO4 and concentrated. Purification by preparative HPLC afforde...